Dataset: the Open Reaction Database (ORD), a public repository of structured organic reaction records. Task: describe an organic reaction: reactants, conditions, products, and yield Starting materials: ClC1=CC=C(C=C1)C1=NC=2C(=NC=CC2)N1CC(=O)O (2-(4-chlorophenyl)-3H-imidazo[4,5-b]pyridine-3-acetic acid), C(=O)(N1C=NC=C1)N1C=NC=C1 (1,1'-carbonyldiimidazole), C(C)NCC (diethylamine). Run in O1CCCC1 (tetrahydrofuran), O1CCCC1 (tetrahydrofuran). Conditions: time 2 hour. The product is O.ClC1=CC=C(C=C1)C1=NC=2C(=NC=CC2)N1CC(=O)N(CC)CC (2-(4-Chlorophenyl)-N,N-diethyl-3H-imidazo[4,5-b]pyridine-3-acetamide hydrate). RXN SMILES: [Cl:1][C:2]1[CH:7]=[CH:6][C:5]([C:8]2[N:16]([CH2:17][C:18]([OH:20])=[O:19])[C:11]3=[N:12][CH:13]=[CH:14][CH:15]=[C:10]3[N:9]=2)=[CH:4][CH:3]=1.C(N1C=CN=C1)(N1C=CN=C1)=O.[CH2:33]([NH:35][CH2:36][CH3:37])[CH3:34]>O1CCCC1>[OH2:19].[Cl:1][C:2]1[CH:3]=[CH:4][C:5]([C:8]2[N:16]([CH2:17][C:18]([N:35]([CH2:36][CH3:37])[CH2:33][CH3:34])=[O:20])[C:11]3=[N:12][CH:13]=[CH:14][CH:15]=[C:10]3[N:9]=2)=[CH:6][CH:7]=1 |f:4.5|. Procedure: A mixture of 2-(4-chlorophenyl)-3H-imidazo[4,5-b]pyridine-3-acetic acid (5.64 g, 0.020 mole) and 1,1'-carbonyldiimidazole (3.18 g, 0.02 mole) in 150 ml of tetrahydrofuran was stirred at room temperature for 2 hours with a stream of nitrogen bubbling through it. A solution of diethylamine (2.87 g, 0.04 mole) in tetrahydrofuran was added dropwise at room temperature to the stirred solution and the mixture was allowed to stir overnight. The tetrahydrofuran was evaporated and the solid residue was t... Starting materials: O (water), C1(=CC=CC=C1)CS (phenylmethanethiol), FC1=NC=CC(=C1)C(F)(F)F (2-fluoro-4-(trifluoromethyl)pyridine), C([O-])([O-])=O.[K+].[K+] (potassium carbonate). Solvent: CN(C=O)C (dimethylformamide). Run at temperature 60 celsius, time 2 hour. The product is C(C1=CC=CC=C1)SC1=NC=CC(=C1)C(F)(F)F (2-(benzylthio)-4-(trifluoromethyl)pyridine). Yield: 62.5%. Reaction SMILES: [C:1]1([CH2:7][SH:8])[CH:6]=[CH:5][CH:4]=[CH:3][CH:2]=1.F[C:10]1[CH:15]=[C:14]([C:16]([F:19])([F:18])[F:17])[CH:13]=[CH:12][N:11]=1.C(=O)([O-])[O-].[K+].[K+].O>CN(C)C=O>[CH2:7]([S:8][C:10]1[CH:15]=[C:14]([C:16]([F:19])([F:18])[F:17])[CH:13]=[CH:12][N:11]=1)[C:1]1[CH:6]=[CH:5][CH:4]=[CH:3][CH:2]=1 |f:2.3.4|. Procedure details: To a solution of phenylmethanethiol (356 μl, 3.03 mmol) and 2-fluoro-4-(trifluoromethyl)pyridine (369 μl, 3.03 mmol) in dimethylformamide (5 mL) was added potassium carbonate (628 mg, 4.54 mmol). The reaction mixture was stirred at 60° C. for 2 hours, then cooled to room temperature, water (10 mL) was added, and the mixture was extracted with ethyl acetate (3×15 mL). The combined organic layers were washed with saturated aqueous sodium hydrogen carbonate solution (20 mL), brine (20 mL), dried ov... Starting materials: CC1=CC=C(C(=O)Cl)C=C1 (4-methylbenzoyl chloride), ( 6 ), ( 7 ), ClC1=C2C=CN(C2=CC=C1)[C@H]1[C@H](OC(C)=O)[C@@H](OC(C)=O)[C@H](OC(C)=O)[C@H](O1)COC(C)=O (4-Chloro-1-(2,3,4,6-tetra-O-acetyl-β-D-glucopyranosyl)indole). Product: ClC1=C2C(=CN(C2=CC=C1)[C@H]1[C@H](O)[C@@H](O)[C@H](O)[C@H](O1)CO)CC1=CC=C(C=C1)C (4-Chloro-3-(4-methylphenylmethyl)-1-(β-D-glucopyranosyl)-indole). RXN SMILES: [Cl:1][C:2]1[CH:10]=[CH:9][CH:8]=[C:7]2[C:3]=1[CH:4]=[CH:5][N:6]2[C@@H:11]1[O:28][C@H:27]([CH2:29][O:30]C(=O)C)[C@@H:22]([O:23]C(=O)C)[C@H:17]([O:18]C(=O)C)[C@H:12]1[O:13]C(=O)C.[CH3:34][C:35]1[CH:43]=[CH:42][C:38]([C:39](Cl)=O)=[CH:37][CH:36]=1>>[Cl:1][C:2]1[CH:10]=[CH:9][CH:8]=[C:7]2[C:3]=1[C:4]([CH2:34][C:35]1[CH:43]=[CH:42][C:38]([CH3:39])=[CH:37][CH:36]=1)=[CH:5][N:6]2[C@@H:11]1[O:28][C@H:27]([CH2:29][OH:30])[C@@H:22]([OH:23])[C@H:17]([OH:18])[C@H:12]1[OH:13]. Procedure details: 4-Chloro-1-(2,3,4,6-tetra-O-acetyl-β-D-glucopyranosyl)indole obtained in Example 1-(3) and 4-methylbenzoyl chloride were treated in a manner similar to Example 2-(4), (5), (6) and (7) to give the titled compound as a colorless powder. APCI-Mass m/Z 418/420 (M+H). 1H-NMR (DMSO-d6) δ 2.25 (s, 3H), 3.21-3.25 (m, 1H), 3.32-3.39 (m, 1H), 3.43-3.47 (m, 2H), 3.61-3.69 (m, 2H), 4.22 (s, 2H), 4.53 (t, J=5.5 Hz, 1H), 5.01 (d, J=5.3 Hz, 1H), 5.15 (d, J=5.0 Hz, 1H), 5.20 (d, J=5.8 Hz, 1H), 5.39 (d, J=9.2 Hz... The reactants are C[O-], Cc1ccccc1, COc1cc2nccc(Oc3ccc(Cl)nc3)c2cc1OC, [Na+], O. Product: COc1ccc(Oc2ccnc3cc(OC)c(OC)cc23)cn1. As a reaction SMILES: [CH3:23][O-:24].[CH3:27][c:28]1[cH:29][cH:30][cH:31][cH:32][cH:33]1.[Cl:1][c:2]1[cH:3][cH:4][c:5]([O:8][c:9]2[cH:10][cH:11][n:12][c:13]3[cH:14][c:15]([O:21][CH3:22])[c:16]([O:19][CH3:20])[cH:17][c:18]23)[cH:6][n:7]1.[Na+:25].[OH2:26]>>[c:2]1([O:24][CH3:23])[cH:3][cH:4][c:5]([O:8][c:9]2[cH:10][cH:11][n:12][c:13]3[cH:14][c:15]([O:21][CH3:22])[c:16]([O:19][CH3:20])[cH:17][c:18]23)[cH:6][n:7]1. Starting materials: CC(C)(C)OC(=O)N=C(NC(=O)OC(C)(C)C)Nc1ccc(N2CCCC2C(=O)NC2CC2)cc1, CO, ClCCl, O=C(O)C(F)(F)F. Yields the product N=C(N)Nc1ccc(N2CCCC2C(=O)NC2CC2)cc1. RXN SMILES: [C:1]([O:2][C:3]([NH:8][C:9](=[N:10][C:4]([O:5][C:6]([CH3:7])([CH3:11])[CH3:12])=[O:13])[NH:18][c:19]1[cH:20][cH:21][c:22]([N:25]2[CH:26]([C:27](=[O:28])[NH:29][CH:30]3[CH2:31][CH2:32]3)[CH2:33][CH2:34][CH2:35]2)[cH:23][cH:24]1)=[O:14])([CH3:15])([CH3:16])[CH3:17].[CH3:46][OH:47].[Cl:36][CH2:37][Cl:38].[F:39][C:40]([F:41])([F:42])[C:43]([OH:44])=[O:45]>>[NH:8]=[C:9]([NH2:10])[NH:18][c:19]1[cH:20][cH:21][c:22]([N:25]2[CH:26]([C:27](=[O:28])[NH:29][CH:30]3[CH2:31][CH2:32]3)[CH2:33][CH2:34][CH2:35]2)[cH:23][cH:24]1. Reactants: c2(OC)ccc1ccccc1c2(C) (substrate), Cc1ccc([Mg]Br)cc1 (effective_coupling_partner). The reagents and catalysts are ItBu. Conditions: temperature 60 celsius, time 24 hour. The product is Cc3ccc(c2ccc1ccccc1c2(C))cc3. The reactants are CCc1ccc(F)c(O[Si](C)(C)C(C)(C)C)c1, [Li]CCCC, C1CCOC1, CN(C)C=O. Product: CCc1cc(C=O)c(F)c(O[Si](C)(C)C(C)(C)C)c1. Reaction SMILES: [C:1]([CH3:2])([CH3:3])([CH3:4])[Si:5]([CH3:6])([CH3:7])[O:8][c:9]1[c:10]([F:17])[cH:11][cH:12][c:13]([CH2:15][CH3:16])[cH:14]1.[CH2:18]([Li:19])[CH2:20][CH2:21][CH3:22].[CH2:28]1[O:29][CH2:30][CH2:31][CH2:32]1.[O:23]=[CH:24][N:25]([CH3:26])[CH3:27]>>[C:1]([CH3:2])([CH3:3])([CH3:4])[Si:5]([CH3:6])([CH3:7])[O:8][c:9]1[c:10]([F:17])[c:11]([CH:24]=[O:23])[cH:12][c:13]([CH2:15][CH3:16])[cH:14]1.